The task is: describe an organic reaction: reactants, conditions, products, and yield. This data is from the Open Reaction Database (ORD), a public repository of structured organic reaction records. Reactants: CC1=CC(=NO1)OCC(=O)O (5-methyl-3-isoxazolyloxyacetic acid), C(C)(C)OC(C)C (diisopropyl ether), [N+](=O)(O)[O-].O([N+](=O)[O-])CCN (nitroxyethylamine nitrate). Procedure: Following a similar treatment to that in Example 2 and using 0.40 g of 5-methyl-3-isoxazolyloxyacetic acid and 0.43 g of nitroxyethylamine nitrate, 0.23 g of the title compound was obtained as colorless needles (solvent for recrystallization; diisopropyl ether). As a reaction SMILES: [CH3:1][C:2]1[O:6][N:5]=[C:4]([O:7][CH2:8][C:9]([OH:11])=O)[CH:3]=1.[N+]([O-])(O)=O.[O:16]([CH2:20][CH2:21][NH2:22])[N+:17]([O-:19])=[O:18].C(OC(C)C)(C)C>>[O:16]([CH2:20][CH2:21][NH:22][C:9](=[O:11])[CH2:8][O:7][C:4]1[CH:3]=[C:2]([CH3:1])[O:6][N:5]=1)[N+:17]([O-:19])=[O:18] |f:1.2|. Yield: 36.9%. Yields the product O([N+](=O)[O-])CCNC(COC1=NOC(=C1)C)=O (N-(2-Nitroxyethyl)-5-methyl-3-isoxazolyloxyacetamide). The reactants are Cl.ClC=1C=CC2=C(C[C@@H]3CCCN([C@H]3C2)CCC)N1 ((±)-trans-2-chloro-6-propyl -5,5a,6,7,8,9,9a,10-octahydropyrido[2,3-g]quinoline hydrochloride), Cl.CNC (dimethylamine hydrochloride), [OH-].[Na+] (NaOH). The solvent is O (water). Run at temperature 200 celsius, time 30 minute. The product is CN(C=1C=CC2=C(C[C@@H]3CCCN([C@H]3C2)CCC)N1)C ((±)-trans-2-dimethylamino-6-propyl-5,5a,6,7,8, 9,9a, 10-octahydropyrido [2,3-g]quinoline). The yield is 62.6%. Reaction SMILES: Cl.Cl[C:3]1[CH:4]=[CH:5][C:6]2[CH2:15][C@H:14]3[C@@H:9]([CH2:10][CH2:11][CH2:12][N:13]3[CH2:16][CH2:17][CH3:18])[CH2:8][C:7]=2[N:19]=1.Cl.[CH3:21][NH:22][CH3:23].[OH-].[Na+]>O>[CH3:21][N:22]([CH3:23])[C:3]1[CH:4]=[CH:5][C:6]2[CH2:15][C@H:14]3[C@@H:9]([CH2:10][CH2:11][CH2:12][N:13]3[CH2:16][CH2:17][CH3:18])[CH2:8][C:7]=2[N:19]=1 |f:0.1,2.3,4.5|. Reported procedure: A mixture of (±)-trans-2-chloro-6-propyl -5,5a,6,7,8,9,9a,10-octahydropyrido[2,3-g]quinoline hydrochloride (1.00 g, 3.32 mmol) and dimethylamine hydrochloride (15 g) was heated to 200° C. to form a homogeneous molten semi-solid. After 30 minutes, the molten semi-solid was poured into water, made basic with dilute NaOH solution, and extracted with methylene chloride. The extract was dried (Na2SO4) and concentrated to give the crude product as a brown solid. Purification by flash chromatography (1...